Dataset: the Open Reaction Database (ORD), a public repository of structured organic reaction records. Task: describe an organic reaction: reactants, conditions, products, and yield The reactants are O (water), CC(CO)(C)[N+](=O)[O-] (2-methyl-2-nitro-1-propanol), [Li+].[Br-] (LiBr), O.C1(=CC=C(C=C1)S(=O)(=O)O)C (p-toluenesulfonic acid hydrate), COCOC (dimethoxymethane). Run at time 24 hour. Product: CC(COCOC)(C)[N+](=O)[O-] (2-methyl-2-nitro-1-(methoxymethoxy)propane). The yield is 76.0%. Reaction SMILES: [CH3:1][C:2]([N+:6]([O-:8])=[O:7])([CH3:5])[CH2:3][OH:4].[Li+].[Br-].O.C1(C)C=CC(S(O)(=O)=O)=CC=1.O.[CH3:24][O:25][CH2:26]OC>>[CH3:1][C:2]([N+:6]([O-:8])=[O:7])([CH3:5])[CH2:3][O:4][CH2:24][O:25][CH3:26] |f:1.2,3.4|. Procedure: To a solution of 2-methyl-2-nitro-1-propanol (366.8 mg, 3.08 mmol) and LiBr (60.8 mg, 0.700 mmol) in dimethoxymethane (5 ml) was added p-toluenesulfonic acid hydrate (56.3 mg, 0.296 mmol) and stirred for 24 hours. The mixture was added to water and extracted three times with ethyl acetate and dried over MgSO4. The mixture was concentrated and purified by silica gel chromatography (hexane/ether=4/1) to give the title compound (382.7 mg; 76%). RXN SMILES: [Br:1][c:2]1[c:3]([I:11])[c:4]([OH:10])[c:5]([I:9])[cH:6][c:7]1[I:8].[F:12][C:13]([C:14](=[O:15])[Cl:16])([C:17]([C:18]([Br:19])([F:20])[F:21])([Br:22])[F:23])[F:24].[cH:25]1[cH:26][cH:27][n:28][cH:29][cH:30]1>>[Br:1][c:2]1[c:3]([I:11])[c:4]([O:10][C:14]([C:13]([F:12])([C:17]([C:18]([Br:19])([F:20])[F:21])([Br:22])[F:23])[F:24])=[O:15])[c:5]([I:9])[cH:6][c:7]1[I:8]. Reactants: Oc1c(I)cc(I)c(Br)c1I, O=C(Cl)C(F)(F)C(F)(Br)C(F)(F)Br, c1ccncc1. Product: O=C(Oc1c(I)cc(I)c(Br)c1I)C(F)(F)C(F)(Br)C(F)(F)Br.